This data is from the Open Reaction Database (ORD), a public repository of structured organic reaction records. The task is: describe an organic reaction: reactants, conditions, products, and yield Procedure: A mixture of 200 mg (0.604 mmol) N-{2-(2-cyano-3-oxobut-1-en-1-yl)furo[3,2-c]pyridin-4-yl}benzamide (Example 4A), 59 mg (0.604 mmol) 3-methyl-1,2-oxazol-5-amine and a trace amount of powdered 4 Å molecular sieve in 2-propanol (2 ml) was stirred at 90° C. for 12 h. Upon cooling, the mixture was concentrated under reduced pressure, and the residue was directly purified by preparative RP-HPLC (methanol/water+0.1% TFA gradient, final mixture 100% methanol) to yield 64 mg (26% of th.) of the racemic ... As a reaction SMILES: [C:1]([C:3]([C:23](=O)[CH3:24])=[CH:4][C:5]1[O:13][C:12]2[CH:11]=[CH:10][N:9]=[C:8]([NH:14][C:15](=[O:22])[C:16]3[CH:21]=[CH:20][CH:19]=[CH:18][CH:17]=3)[C:7]=2[CH:6]=1)#[N:2].[CH3:26][C:27]1[CH:31]=[C:30]([NH2:32])[O:29][N:28]=1>CC(O)C>[C:1]([C:3]1[CH:4]([C:5]2[O:13][C:12]3[CH:11]=[CH:10][N:9]=[C:8]([NH:14][C:15](=[O:22])[C:16]4[CH:21]=[CH:20][CH:19]=[CH:18][CH:17]=4)[C:7]=3[CH:6]=2)[C:31]2[C:27]([CH3:26])=[N:28][O:29][C:30]=2[NH:32][C:23]=1[CH3:24])#[N:2]. Starting materials: C(#N)C(=CC1=CC=2C(=NC=CC2O1)NC(C1=CC=CC=C1)=O)C(C)=O (N-{2-(2-Cyano-3-oxobut-1-en-1-yl)furo[3,2-c]pyridin-4-yl}benzamide), CC1=NOC(=C1)N (3-methyl-1,2-oxazol-5-amine). Run in CC(C)O (2-propanol). Yields the product C(#N)C=1C(C2=C(NC1C)ON=C2C)C2=CC=1C(=NC=CC1O2)NC(C2=CC=CC=C2)=O (N-[2-(5-Cyano-3,6-dimethyl-4,7-dihydro[1,2]oxazolo[5,4-b]pyridin-4-yl)furo[3,2-c]pyridin-4-yl]-benzamide). The reactants are CC(=O)OC(C)=O, CCOC(C)=O, ClCCl, O=C(O)c1ccc(CO)o1, c1ccncc1. Yields the product CC(=O)OCc1ccc(C(=O)O)o1. As a reaction SMILES: [CH3:20][C:21](=[O:22])[O:23][C:24](=[O:25])[CH3:26].[CH3:27][CH2:28][O:29][C:30](=[O:31])[CH3:32].[Cl:11][CH2:12][Cl:13].[OH:1][CH2:2][c:3]1[cH:4][cH:5][c:6]([C:8](=[O:9])[OH:10])[o:7]1.[cH:14]1[cH:15][cH:16][n:17][cH:18][cH:19]1>>[O:1]([CH2:2][c:3]1[cH:4][cH:5][c:6]([C:8](=[O:9])[OH:10])[o:7]1)[C:21]([CH3:20])=[O:22]. The reactants are C1COC(C2=CSC=C2)O1 (thiophene-3-carboxaldehyde ethylene acetal), C(CCC)[Li] (n-butyllithium), ClN1C(CCC1=O)=O (N-chlorosuccinimide), C([O-])(O)=O.[Na+] (sodium bicarbonate), Cl.C(C)OC(CN)=O (glycine ethyl ester hydrochloride), S(=O)=O (Sulfur dioxide). Solvent: C1CCOC1 (THF). Run at time 50 minute. Product: C(C)OC(CNS(=O)(=O)C=1SC=CC1C1OCCO1)=O (N-[[3-(1,3-dioxolan-2-yl)-2-thienyl]sulfonyl]glycine ethyl ester). Isolated yield 61.0%. Reaction SMILES: [CH2:1]1[O:10][CH:4]([C:5]2[CH:9]=[CH:8][S:7][CH:6]=2)[O:3][CH2:2]1.C([Li])CCC.[S:16](=[O:18])=[O:17].ClN1C(=O)CCC1=O.C(=O)(O)[O-].[Na+].Cl.[CH2:33]([O:35][C:36](=[O:39])[CH2:37][NH2:38])[CH3:34]>C1COCC1>[CH2:33]([O:35][C:36](=[O:39])[CH2:37][NH:38][S:16]([C:6]1[S:7][CH:8]=[CH:9][C:5]=1[CH:4]1[O:10][CH2:1][CH2:2][O:3]1)(=[O:18])=[O:17])[CH3:34] |f:4.5,6.7|. Reported procedure: To a solution of thiophene-3-carboxaldehyde ethylene acetal (13.27 g, 85.1 mmol) in anhydrous THF (200 mL) at -70° C. was added n-butyllithium (2.5M, 37.4 mL, 93.6 mmol). The solution was stirred for 50 min; a white precipitate formed. Sulfur dioxide was passed through the solution for about 5 min and the mixture was warmed to ambient temperature. The volatiles were evaporated and the residue suspended in methylene chloride (200 mL); this mixture was cooled (0° C.) and N-chlorosuccinimide (14.77... Starting materials: COC(=O)c1ccc(OC)cc1OS(=O)(=O)C(F)(F)F, C#CCC(C)C, [Cu]I, Cl[Pd]Cl, c1ccc(P(c2ccccc2)c2ccccc2)cc1, c1ccc(P(c2ccccc2)c2ccccc2)cc1. Product: COC(=O)c1ccc(OC)cc1C#CCC(C)C. Reaction SMILES: [CH3:1][O:2][c:3]1[cH:4][c:5]([O:13][S:14]([C:15]([F:16])([F:17])[F:18])(=[O:19])=[O:20])[c:6]([C:7](=[O:8])[O:9][CH3:10])[cH:11][cH:12]1.[CH3:21][CH:22]([CH2:23][C:24]#[CH:25])[CH3:26].[Cu:68][I:69].[Pd:27]([Cl:28])[Cl:29].[c:30]1([P:31]([c:32]2[cH:33][cH:34][cH:35][cH:36][cH:37]2)[c:38]2[cH:39][cH:40][cH:41][cH:42][cH:43]2)[cH:44][cH:45][cH:46][cH:47][cH:48]1.[c:49]1([P:50]([c:51]2[cH:52][cH:53][cH:54][cH:55][cH:56]2)[c:57]2[cH:58][cH:59][cH:60][cH:61][cH:62]2)[cH:63][cH:64][cH:65][cH:66][cH:67]1>>[CH3:1][O:2][c:3]1[cH:4][c:5]([C:25]#[C:24][CH2:23][CH:22]([CH3:21])[CH3:26])[c:6]([C:7](=[O:8])[O:9][CH3:10])[cH:11][cH:12]1. Procedure: This compound was prepared from 0.68 g of 4-(4-bromo-benzyloxy)-tetrahydropyran, 2 mL of n-butyllithium (1.6 N in hexane) and 0.81 mL of sulfuryl chloride using the procedure described for 58b. Yield: 0.70 g (oil), 1H-NMR (D6-DMSO): δ=1.41 (m, 2H), 1.86 (m, 2H), 3.32 (m, 2H), 3.54 (m, 1H), 3.79 (m, 2H), 4.53 (s, 2H), 7.30 (d, 2H), 7.61 (d, 2H). Reactants: BrC1=CC=C(COC2CCOCC2)C=C1 (4-(4-bromo-benzyloxy)-tetrahydropyran), C(CCC)[Li] (n-butyllithium), S(=O)(=O)(Cl)Cl (sulfuryl chloride), O1CCC(CC1)OC1=CC=C(C=C1)S(=O)(=O)Cl (4-(Tetrahydropyran-4-yloxy)-benzenesulfonyl chloride). Yields the product O1CCC(CC1)OCC1=CC=C(C=C1)S(=O)(=O)Cl (4-(Tetrahydropyran-4-yloxymethyl)-benzenesulfonyl chloride). RXN SMILES: Br[C:2]1[CH:15]=[CH:14][C:5]([CH2:6][O:7][CH:8]2[CH2:13][CH2:12][O:11][CH2:10][CH2:9]2)=[CH:4][CH:3]=1.C([Li])CCC.[S:21](Cl)([Cl:24])(=[O:23])=[O:22].O1CCC(OC2C=CC(S(Cl)(=O)=O)=CC=2)CC1>>[O:11]1[CH2:12][CH2:13][CH:8]([O:7][CH2:6][C:5]2[CH:14]=[CH:15][C:2]([S:21]([Cl:24])(=[O:23])=[O:22])=[CH:3][CH:4]=2)[CH2:9][CH2:10]1. Starting materials: FC1=C2CC(N(N3C2=C(C=C1F)C(C(=C3)C(=O)O)=O)C)C (4,5-Difluoro-2,3-dihydro-1,2-dimethyl-7-oxo-1H,7H -pyrido[3,2,1-ij]cinnoline-8-carboxylic acid), N1CCCC1 (pyrrolidine). Run in C(C)#N (acetonitrile). Yields the product FC=1C(=C2CC(N(N3C2=C(C1)C(C(=C3)C(=O)O)=O)C)C)N3CCCC3 (5-Fluoro-4-(pyrrolidin-1-yl)-2,3-dihydro-1,2-dimethyl -7-oxo-1H,7H-pyrido[3,2,1-ij]cinnoline-8-carboxylic acid). Yield: 59.6%. RXN SMILES: F[C:2]1[C:11]([F:12])=[CH:10][C:9]2[C:13](=[O:19])[C:14]([C:16]([OH:18])=[O:17])=[CH:15][N:7]3[C:8]=2[C:3]=1[CH2:4][CH:5]([CH3:21])[N:6]3[CH3:20].[NH:22]1[CH2:26][CH2:25][CH2:24][CH2:23]1>C(#N)C>[F:12][C:11]1[C:2]([N:22]2[CH2:26][CH2:25][CH2:24][CH2:23]2)=[C:3]2[C:8]3=[C:9]([C:13](=[O:19])[C:14]([C:16]([OH:18])=[O:17])=[CH:15][N:7]3[N:6]([CH3:20])[CH:5]([CH3:21])[CH2:4]2)[CH:10]=1. Procedure details: 100 mg (0.34 mmol) of the compound (157) obtained in Example 35 and 88 mg (1.24 mmol) of pyrrolidine were added to 1 ml of acetonitrile, and the solution was heated at reflux for 3 hours. Then, the solvent was removed by distillation, and the residue was extracted with 20 ml of chloroform, and after drying over magnesium sulfate, the solvent was removed by distillation. The residue was solidified with ether and the solids were filtered off to obtain 70 mg of the subject compound (160) in a 60% y...